describe an organic reaction: reactants, conditions, products, and yield From a dataset of the Open Reaction Database (ORD), a public repository of structured organic reaction records. Reactants: CCCCC=O (n-valeraldehyde), S([O-])(O)=O.[Na+] (sodium bisulfite), N (ammonia). Run in O (water). Yields the product NC(CCCC)S(=O)(=O)O (α-aminopentanesulfonic acid). Reaction SMILES: [S:1](=[O:4])([OH:3])[O-:2].[Na+].[CH3:6][CH2:7][CH2:8][CH2:9][CH:10]=O.[NH3:12]>O>[NH2:12][CH:10]([S:1]([OH:3])(=[O:2])=[O:4])[CH2:9][CH2:8][CH2:7][CH3:6] |f:0.1|. Procedure: 52 g (500 mmoles) of sodium bisulfite are dissolved in 250 ml of warm water, 53.6 ml (510 mmoles) of n-valeraldehyde are added, and the resulting orange-red mixture is stirred on a steam bath until it turns colorless. The solution is cooled to room temperature, 400 ml of concentrated aqueous ammonia are added, the mixture is stirred at room temperature for one hour, and then allowed to stand in a refrigerator overnight. The reaction mixture is washed with 100 ml of diethyl ether, decolourized wi... Reactants: C(C1=CC=CC=C1)N(C)CCC(C1=CC=CC=C1)C1=CC=CC=C1 (N-benzyl-N-methyl-3,3-diphenylpropylamine), aq. solution. The reagents and catalysts are [OH-].[Pd+2].[OH-] (palladium hydroxide). Run in CO (methanol), Cl (HCl). Conditions: time 18 hour. Yields the product CNCCC(C1=CC=CC=C1)C1=CC=CC=C1 (N-Methyl-3,3-diphenylpropylamine). As a reaction SMILES: [CH2:1]([N:8]([CH2:10][CH2:11][CH:12]([C:19]1[CH:24]=[CH:23][CH:22]=[CH:21][CH:20]=1)[C:13]1[CH:18]=[CH:17][CH:16]=[CH:15][CH:14]=1)C)C1C=CC=CC=1>CO.Cl.[OH-].[Pd+2].[OH-]>[CH3:1][NH:8][CH2:10][CH2:11][CH:12]([C:13]1[CH:18]=[CH:17][CH:16]=[CH:15][CH:14]=1)[C:19]1[CH:20]=[CH:21][CH:22]=[CH:23][CH:24]=1 |f:3.4.5|. Procedure details: A solution of N-benzyl-N-methyl-3,3-diphenylpropylamine (1.03 g, 3.27 mmol) in methanol (35 ml) and aq. HCl (0.27 ml, of a 12.1M aq. solution, 3.3 mmol) was purged with argon and palladium hydroxide (405 mg) added. The flask was evacuated and shaken under an atmosphere of hydrogen (50 psi) for 18 hrs. The hydrogen was replaced by argon and the catalyst removed by filtration. The filtrate was treated with aq. NaOH (100 ml of a 1M solution) and extracted into Et2O. The organic extracts were dried ... Run in O (water), [OH-].[Na+] (sodium hydroxide), O1CCOCC1 (dioxane). Product: FC(SC=1C=C2C(=C(C=NC2=CC1)[N+](=O)[O-])C1=CC=CC=C1)F (6-difluoromethylthio-3-nitro-4-phenylquinoline). Reactants: SC=1C=C2C(=C(C=NC2=CC1)[N+](=O)[O-])C1=CC=CC=C1 (6-Mercapto-3-nitro-4-phenylquinoline), ClC(F)F (chlorodifluoromethane). Procedure: 6-Mercapto-3-nitro-4-phenylquinoline (1.00 g) was dissolved in a mixture of 2N-sodium hydroxide (20 ml) and dioxane (20 ml), and into the solution was introduced chlorodifluoromethane gas for 2 hrs. at 75°-80° C. The reaction mixture was diluted with water and extracted with chloroform. The extract was washed with aqueous 2N-sodium hydroxide solution and water, dried over anhydrous magnesium sulfate, and distilled to remove the solvent. The residue was recrystallized from isopropyl ether to give... RXN SMILES: [SH:1][C:2]1[CH:3]=[C:4]2[C:9](=[CH:10][CH:11]=1)[N:8]=[CH:7][C:6]([N+:12]([O-:14])=[O:13])=[C:5]2[C:15]1[CH:20]=[CH:19][CH:18]=[CH:17][CH:16]=1.Cl[CH:22]([F:24])[F:23]>[OH-].[Na+].O1CCOCC1.O>[F:23][CH:22]([F:24])[S:1][C:2]1[CH:3]=[C:4]2[C:9](=[CH:10][CH:11]=1)[N:8]=[CH:7][C:6]([N+:12]([O-:14])=[O:13])=[C:5]2[C:15]1[CH:20]=[CH:19][CH:18]=[CH:17][CH:16]=1 |f:2.3|. Reactants: FC(C(=O)O)(F)F (Trifluoroacetic acid), C(C)(C)(C)OC(=O)N1CCC(CC1)C1=NC(=NO1)C1=CC=NC=C1 (4-(3-pyridin-4-yl-[1,2,4]oxadiazol-5-yl)piperidine-1-carboxylic acid tert-butyl ester). Solvent: C(Cl)Cl (CH2Cl2). Run at time 2.5 hour. Yields the product N1CCC(CC1)C1=NC(=NO1)C1=CC=NC=C1 (4-(5-Piperidin-4-yl-[1,2,4]oxadiazol-3-yl)pyridine). RXN SMILES: FC(F)(F)C(O)=O.C(OC([N:15]1[CH2:20][CH2:19][CH:18]([C:21]2[O:25][N:24]=[C:23]([C:26]3[CH:31]=[CH:30][N:29]=[CH:28][CH:27]=3)[N:22]=2)[CH2:17][CH2:16]1)=O)(C)(C)C>C(Cl)Cl>[NH:15]1[CH2:20][CH2:19][CH:18]([C:21]2[O:25][N:24]=[C:23]([C:26]3[CH:31]=[CH:30][N:29]=[CH:28][CH:27]=3)[N:22]=2)[CH2:17][CH2:16]1. Procedure details: Trifluoroacetic acid (20 ml) was added to a stirred solution of 4-(3-pyridin-4-yl-[1,2,4]oxadiazol-5-yl)piperidine-1-carboxylic acid tert-butyl ester (Example 2, 1.64 g, 4.96 mmol) in CH2Cl2 (35 ml). After 2.5 h at rt, the solvent was evaporated under reduced pressure. The residual solid was suspended in EtOAc (150 ml) and washed with saturated aqueous Na2CO3 (20 ml). The aqueous was separated and extracted with EtOAc (3×30 ml). The combined organic extracts were dried (MgSO4) and evaporated und... The reactants are L-Gln-TBP, Cl.COC(CN)=O (glycine methyl ester hydrochloride), N[C@@H](CCC(N)=O)C(=O)O (L-glutamine). Yields the product dipeptide, NCC(=O)N[C@@H](CCC(N)=O)C(=O)O (glycyl glutamine). The solvent is L-Gln-TBP, O (water). RXN SMILES: Cl.C[O:3][C:4](=O)[CH2:5][NH2:6].[NH2:8][C@H:9]([C:15]([OH:17])=[O:16])[CH2:10][CH2:11][C:12](=[O:14])[NH2:13]>O>[NH2:6][CH2:5][C:4]([NH:8][C@H:9]([C:15]([OH:17])=[O:16])[CH2:10][CH2:11][C:12](=[O:14])[NH2:13])=[O:3] |f:0.1|. Procedure details: The same procedures used in Example 9 were repeated except that glycine methyl ester hydrochloride (hereunder referred to as Gly-OMe.HCl) was dissolved in L-Gln-TBP prepared by converting L-glutamine (L-Gln) into its ionic liquid form according to the same method used in Example 9 such that the concentration of the former was adjusted to 900 mmol/kg-L-Gln-TBP (the amount of water relative to the total mass of the reaction system: 14% by mass) and that the reaction time was changed from 20 hours ... Starting materials: FC=1C=C(C=CC1N1CCOCC1)NC(CC(COC1=CC(=CC=C1)F)=O)=O (N-(3-fluoro-4-morpholinophenyl)-4-(3-fluorophenoxy)-3-oxobutanamide), C(C)(=O)N (acetamide), C1(=CC=CC=C1)C (toluene), [NH4+].[Cl-] (NH4Cl). The reagents and catalysts are C(C)(C)[O-].C(C)(C)[O-].C(C)(C)[O-].C(C)(C)[O-].[Ti+4] (titanium tetraisopropanolate). Solvent: C=1(C(=CC=CC1)C)C (xylene). Reaction conditions: temperature 165 celsius, time 24 hour. The product is FC=1C=C(C=CC1N1CCOCC1)N1C(=NC(=CC1=O)COC1=CC(=CC=C1)F)C (3-(3-fluoro-4-morpholinophenyl)-6-((3-fluorophenoxy)methyl)-2-methyl-pyrimidin-4(3H)-one). Isolated yield 16.6%. Reaction SMILES: [F:1][C:2]1[CH:3]=[C:4]([NH:14][C:15](=[O:28])[CH2:16][C:17](=O)[CH2:18][O:19][C:20]2[CH:25]=[CH:24][CH:23]=[C:22]([F:26])[CH:21]=2)[CH:5]=[CH:6][C:7]=1[N:8]1[CH2:13][CH2:12][O:11][CH2:10][CH2:9]1.[C:29]([NH2:32])(=O)[CH3:30].C1(C)C=CC=CC=1.[NH4+].[Cl-]>C1(C)C(C)=CC=CC=1.C([O-])(C)C.C([O-])(C)C.C([O-])(C)C.C([O-])(C)C.[Ti+4]>[F:1][C:2]1[CH:3]=[C:4]([N:14]2[C:15](=[O:28])[CH:16]=[C:17]([CH2:18][O:19][C:20]3[CH:25]=[CH:24][CH:23]=[C:22]([F:26])[CH:21]=3)[N:32]=[C:29]2[CH3:30])[CH:5]=[CH:6][C:7]=1[N:8]1[CH2:13][CH2:12][O:11][CH2:10][CH2:9]1 |f:3.4,6.7.8.9.10|. Procedure details: A mixture of N-(3-fluoro-4-morpholinophenyl)-4-(3-fluorophenoxy)-3-oxobutanamide (510 mg, 1.31 mmol), acetamide (154 mg, 2.61 mmol) and titanium tetraisopropanolate (3.2 mL) in xylene (10 mL) was stirred at 165° C. for 24 h. The mixture was cooled to rt and 60 mL of toluene and 60 mL of saturated NH4Cl aqueous solution were added. The resulting mixture was stirred at rt overnight. The mixture was then filtered and the filtrate was extracted with DCM (20 mL×4). The combined organic phases were wa... The reactants are BrC=1C=C(C=O)C=C2C1OCO2 (3-bromo-4,5-methylenedioxybenzaldehyde), COC1=C(C=CC=C1)B(O)O (2-methoxyphenylboronic acid), C([O-])([O-])=O.[K+].[K+] (potassium carbonate). The reagents and catalysts are C=1C=CC(=CC1)[P](C=2C=CC=CC2)(C=3C=CC=CC3)[Pd]([P](C=4C=CC=CC4)(C=5C=CC=CC5)C=6C=CC=CC6)([P](C=7C=CC=CC7)(C=8C=CC=CC8)C=9C=CC=CC9)[P](C=1C=CC=CC1)(C=1C=CC=CC1)C=1C=CC=CC1 (Tetrakis(triphenylphosphine)palladium(0)). The solvent is COCCOC (1,2-dimethoxyethane), O (water), C(C)(=O)OCC (ethyl acetate). Product: COC1=C(C=CC=C1)C=1C=C(C=O)C=C2C1OCO2 (3-(2-methoxyphenyl)-4,5-methylenedioxybenzaldehyde). Isolated yield 32.4%. As a reaction SMILES: Br[C:2]1[CH:3]=[C:4]([CH:7]=[C:8]2[O:12][CH2:11][O:10][C:9]=12)[CH:5]=[O:6].[CH3:13][O:14][C:15]1[CH:20]=[CH:19][CH:18]=[CH:17][C:16]=1B(O)O.C(=O)([O-])[O-].[K+].[K+]>COCCOC.O.C(OCC)(=O)C.C1C=CC([P]([Pd]([P](C2C=CC=CC=2)(C2C=CC=CC=2)C2C=CC=CC=2)([P](C2C=CC=CC=2)(C2C=CC=CC=2)C2C=CC=CC=2)[P](C2C=CC=CC=2)(C2C=CC=CC=2)C2C=CC=CC=2)(C2C=CC=CC=2)C2C=CC=CC=2)=CC=1>[CH3:13][O:14][C:15]1[CH:20]=[CH:19][CH:18]=[CH:17][C:16]=1[C:2]1[CH:3]=[C:4]([CH:7]=[C:8]2[O:12][CH2:11][O:10][C:9]=12)[CH:5]=[O:6] |f:2.3.4,^1:46,48,67,86|. Procedure: A mixture of 3-bromo-4,5-methylenedioxybenzaldehyde (2.51 g, 10.97 mmol), 2-methoxyphenylboronic acid (2.00 g, 13.16 mmol) and potassium carbonate (3.41 g, 24.68 mmol) in 1,2-dimethoxyethane (70 mL) and water (3.5 mL) was degassed with argon for 30 minutes. Tetrakis(triphenylphosphine)palladium(0) (0.63 g, 0.548 mmol) was added and the mixture heated at reflux under argon overnight. The solution was cooled to room temperature, diluted with ethyl acetate (100 mL) and washed successively with wate... Reactants: FC(C1=CC=C(C(=O)Cl)C=C1)(F)F (4-(Trifluoromethyl)benzoyl chloride), Cl.CNOC (N,O-dimethylhydroxylamine hydrochloride), N1=CC=CC=C1 (pyridine). The solvent is C(Cl)Cl (CH2Cl2), C(C)OCC (diethyl ether). Reaction conditions: time 2 hour. Yields the product CON(C(C1=CC=C(C=C1)C(F)(F)F)=O)C (N-methoxy-N-methyl-4-(trifluoromethyl)benzamide). Reaction SMILES: [F:1][C:2]([F:13])([F:12])[C:3]1[CH:11]=[CH:10][C:6]([C:7](Cl)=[O:8])=[CH:5][CH:4]=1.Cl.[CH3:15][NH:16][O:17][CH3:18].N1C=CC=CC=1>C(Cl)Cl.C(OCC)C>[CH3:18][O:17][N:16]([CH3:15])[C:7](=[O:8])[C:6]1[CH:10]=[CH:11][C:3]([C:2]([F:13])([F:12])[F:1])=[CH:4][CH:5]=1 |f:1.2|. Procedure: 4-(Trifluoromethyl)benzoyl chloride (5.0 g, 23.9 mmol) and N,O-dimethylhydroxylamine hydrochloride (2.55 g, 26.3 mmol, 1.1 eq.) were combined in CH2Cl2 (200 mL) at 0° C. and treated with pyridine (4.3 mL, 52.6 mmol). After stirring for 2 hours, the mixture was allowed to attain ambient temperature, diluted with diethyl ether and washed with water, aqueous HCl, and water. the organic phase was separated and concentrated to provide the title compound which was used directly in the next step. 1H NM...